Dataset: the Open Reaction Database (ORD), a public repository of structured organic reaction records. Task: describe an organic reaction: reactants, conditions, products, and yield Reactants: ClC1=C(C(=CC(=C1)C(F)(F)F)Cl)NN (2,6-Dichloro-4-trifluoromethylphenylhydrazine), C=CCC(C(C)=O)=NO (1-hexene-4,5-dione 4-oxime). Run in C(C)OCC (diethyl ether). The product is ClC1=C(C(=CC(=C1)C(F)(F)F)Cl)NN=C(C(CC=C)=NO)C (1-hexene-4,5-dione 5-(2,6-dichloro-4-trifluoromethylphenylhydrazone) 4-oxime). RXN SMILES: [Cl:1][C:2]1[CH:7]=[C:6]([C:8]([F:11])([F:10])[F:9])[CH:5]=[C:4]([Cl:12])[C:3]=1[NH:13][NH2:14].[CH2:15]=[CH:16][CH2:17][C:18](=[N:22][OH:23])[C:19](=O)[CH3:20]>C(OCC)C>[Cl:1][C:2]1[CH:7]=[C:6]([C:8]([F:9])([F:11])[F:10])[CH:5]=[C:4]([Cl:12])[C:3]=1[NH:13][N:14]=[C:19]([CH3:20])[C:18](=[N:22][OH:23])[CH2:17][CH:16]=[CH2:15]. Procedure details: 2,6-Dichloro-4-trifluoromethylphenylhydrazine (6.6 g) and 1-hexene-4,5-dione 4-oxime (3.4 g) were stirred in diethyl ether (200 ml) for 18 hours. The solvent was removed under reduced pressure to give 1-hexene-4,5-dione 5-(2,6-dichloro-4-trifluoromethylphenylhydrazone) 4-oxime, m.p. 86°-88°. Starting materials: [Br-], CC#C[Mg+], C1CCOC1, CCOCC, [Cl-], CC12CC(C(F)F)C3C4CCCC=C4CCC3C1CCC2=O, [NH4+]. Product: CC#CC1(O)CCC2C3CCC4=CCCCC4C3C(C(F)F)CC21C. As a reaction SMILES: [Br-:30].[C:31](#[C:32][CH3:33])[Mg+:34].[CH2:35]1[O:36][CH2:37][CH2:38][CH2:39]1.[CH3:23][CH2:24][O:25][CH2:26][CH3:27].[Cl-:28].[F:1][CH:2]([CH:3]1[CH:4]2[CH:5]3[CH2:6][CH2:7][CH2:8][CH:9]=[C:10]3[CH2:11][CH2:12][CH:13]2[CH:14]2[CH2:15][CH2:16][C:17](=[O:21])[C:18]2([CH3:19])[CH2:20]1)[F:22].[NH4+:29]>>[F:1][CH:2]([CH:3]1[CH:4]2[CH:5]3[CH2:6][CH2:7][CH2:8][CH:9]=[C:10]3[CH2:11][CH2:12][CH:13]2[CH:14]2[CH2:15][CH2:16][C:17]([OH:21])([C:31]#[C:32][CH3:33])[C:18]2([CH3:19])[CH2:20]1)[F:22]. Starting materials: CC(=O)O, ClCCl, Nc1cccc(C(F)(F)F)c1, O=C1C(=O)N(c2ccccc2)c2cc(O)ccc21. The product is O=C1C(=Nc2cccc(C(F)(F)F)c2)c2ccc(O)cc2N1c1ccccc1. As a reaction SMILES: [CH3:33][C:34](=[O:35])[OH:36].[Cl:30][CH2:31][Cl:32].[F:19][C:20]([c:21]1[cH:22][c:23]([NH2:24])[cH:25][cH:26][cH:27]1)([F:28])[F:29].[OH:1][c:2]1[cH:3][cH:4][c:5]2[c:9]([cH:10]1)[N:8]([c:11]1[cH:12][cH:13][cH:14][cH:15][cH:16]1)[C:7](=[O:17])[C:6]2=[O:18]>>[OH:1][c:2]1[cH:3][cH:4][c:5]2[c:9]([cH:10]1)[N:8]([c:11]1[cH:12][cH:13][cH:14][cH:15][cH:16]1)[C:7](=[O:17])[C:6]2=[N:24][c:23]1[cH:22][c:21]([C:20]([F:19])([F:28])[F:29])[cH:27][cH:26][cH:25]1. Starting materials: OCC=1CS[C@H]2N(C1C(=O)[O-])C([C@H]2NC(\C(=N/OC(C2=CC=CC=C2)(C2=CC=CC=C2)C2=CC=CC=C2)\C=2N=C(SC2)NC(C2=CC=CC=C2)(C2=CC=CC=C2)C2=CC=CC=C2)=O)=O.[Na+] (sodium 3-hydroxymethyl-7β-[2-(2-tritylaminothiazol-4-yl)-(Z)-2-trityloxyiminoacetamido]-3-cephem-4-carboxylate), C(N)(=N)CSC=1SC(=NN1)S (2-amidinomethylthio -5-mercapto-1,3,4-thiadiazole), ethyl o-phenylenephosphate. Run in CN(C)C=O (DMF). Product: C(N)(=N)CSC=1SC(=NN1)SCC=1CS[C@H]2N(C1C(=O)O)C([C@H]2NC(\C(=N/O)\C=2N=C(SC2)N)=O)=O (3-[(2-Amidinomethylthio-1,3,4-thiadiazol-5-yl) thiomethyl]-7β-[2-(2-aminothiazol-4-yl)-(Z)-2-hydroxyiminoacetamido]-3-cephem-4-carboxylic acid). Yield: 27.2%. As a reaction SMILES: O[CH2:2][C:3]1[CH2:4][S:5][C@@H:6]2[C@H:13]([NH:14][C:15](=[O:63])/[C:16](/[C:38]3[N:39]=[C:40]([NH:43]C(C4C=CC=CC=4)(C4C=CC=CC=4)C4C=CC=CC=4)[S:41][CH:42]=3)=[N:17]\[O:18]C(C3C=CC=CC=3)(C3C=CC=CC=3)C3C=CC=CC=3)[C:12](=[O:64])[N:7]2[C:8]=1[C:9]([O-:11])=[O:10].[Na+].[C:66]([CH2:69][S:70][C:71]1[S:72][C:73]([SH:76])=[N:74][N:75]=1)(=[NH:68])[NH2:67]>CN(C=O)C>[C:66]([CH2:69][S:70][C:71]1[S:72][C:73]([S:76][CH2:2][C:3]2[CH2:4][S:5][C@@H:6]3[C@H:13]([NH:14][C:15](=[O:63])/[C:16](/[C:38]4[N:39]=[C:40]([NH2:43])[S:41][CH:42]=4)=[N:17]\[OH:18])[C:12](=[O:64])[N:7]3[C:8]=2[C:9]([OH:11])=[O:10])=[N:74][N:75]=1)(=[NH:67])[NH2:68] |f:0.1|. Reported procedure: To a solution containing 906 mg of sodium 3-hydroxymethyl-7β-[2-(2-tritylaminothiazol-4-yl)-(Z)-2-trityloxyiminoacetamido]-3-cephem-4-carboxylate and 309 mg of 2-amidinomethylthio -5-mercapto-1,3,4-thiadiazole in 7 ml of DMF was added 1.01 g of ethyl o-phenylenephosphate under ice-cooling and stirring. The reaction mixture was stirred at room temperature for 4 hours and subjected to a column chromatography on silica gel (100 g), being washed with acetone and eluted with acetone/water (9:1). The ... The reactants are C(C1=CC=CC=C1)OC1=C(C=C(C=C1)C1=CN(C=2N=CN=C(C21)N)C2=CC(=CC=C2)OCCCl)OC (5-(4-benzyloxy-3-methoxyphenyl)-7-[3-(2-chloro-1-ethoxy)phenyl]-4-aminopyrrolo-[2,3-d]pyrimidine), N1C(=NC=C1)[Na] (imidazolyl sodium). The solvent is CN(C)C=O (DMF). Conditions: time 5 hour. Product: C(C1=CC=CC=C1)OC1=C(C=C(C=C1)C1=CN(C=2N=CN=C(C21)N)C2=CC(=CC=C2)OCCN2C=NC=C2)OC (5-(4-benzyloxy-3-methoxyphenyl)-7-[3-(2-(1-imidazolyl)ethoxy)phenyl]-4-aminopyrrolo[2,3-d]pyrimidine). As a reaction SMILES: [CH2:1]([O:8][C:9]1[CH:14]=[CH:13][C:12]([C:15]2[C:23]3[C:22]([NH2:24])=[N:21][CH:20]=[N:19][C:18]=3[N:17]([C:25]3[CH:30]=[CH:29][CH:28]=[C:27]([O:31][CH2:32][CH2:33]Cl)[CH:26]=3)[CH:16]=2)=[CH:11][C:10]=1[O:35][CH3:36])[C:2]1[CH:7]=[CH:6][CH:5]=[CH:4][CH:3]=1.[NH:37]1[CH:41]=[CH:40][N:39]=[C:38]1[Na]>CN(C=O)C>[CH2:1]([O:8][C:9]1[CH:14]=[CH:13][C:12]([C:15]2[C:23]3[C:22]([NH2:24])=[N:21][CH:20]=[N:19][C:18]=3[N:17]([C:25]3[CH:30]=[CH:29][CH:28]=[C:27]([O:31][CH2:32][CH2:33][N:37]4[CH:41]=[CH:40][N:39]=[CH:38]4)[CH:26]=3)[CH:16]=2)=[CH:11][C:10]=1[O:35][CH3:36])[C:2]1[CH:7]=[CH:6][CH:5]=[CH:4][CH:3]=1. Procedure details: 0.8 g of 5-(4-benzyloxy-3-methoxyphenyl)-7-[3-(2-chloro-1-ethoxy)phenyl]-4-aminopyrrolo-[2,3-d]pyrimidine and 0.2 g of imidazolyl sodium are heated to 80° C. in 30 ml of DMF and the mixture is stirred for 5 h. It is then cooled to RT and concentrated. After chromatography on silica gel, 5-(4-benzyloxy-3-methoxyphenyl)-7-[3-(2-(1-imidazolyl)ethoxy)phenyl]-4-aminopyrrolo[2,3-d]pyrimidine having an m.p. of 122°-124° C. is obtained. The reactants are C(#N)C=1C(OC2=CC=CC=C2C1C)=O (3-cyano-4-methyl coumarin), [N-]=[N+]=[N-].[Na+] (sodium azide), [Cl-].[NH4+] (ammonium chloride). The solvent is CN(C)C=O (DMF). Product: CC1=C(C(OC2=CC=CC=C12)=O)C1=NN=NN1 (4-Methyl-3-(tetrazol-5-yl) coumarin). RXN SMILES: [C:1]([C:3]1[C:4](=[O:14])[O:5][C:6]2[C:11]([C:12]=1[CH3:13])=[CH:10][CH:9]=[CH:8][CH:7]=2)#[N:2].[N-:15]=[N+:16]=[N-:17].[Na+].[Cl-].[NH4+]>CN(C=O)C>[CH3:13][C:12]1[C:11]2[C:6](=[CH:7][CH:8]=[CH:9][CH:10]=2)[O:5][C:4](=[O:14])[C:3]=1[C:1]1[NH:17][N:16]=[N:15][N:2]=1 |f:1.2,3.4|. Procedure: A solution of 3-cyano-4-methyl coumarin (7.94 g; 0.043 mole) in cimethylformamide (DMF) (45 ml) was added to a mixture of sodium azide (2.92 g; 0.044 mole) and ammonium chloride (2.36 g; 0.044 mole) and the stirred mixture heated on a steam bath for 24 hours. After removal of the solvent under reduced pressure, water (100 ml) was added and the solid filtered off. Acidification of the filtrate, and further aqueous extracts, afforded the title compound; m.p. (EtOH) 213°-4° C (Found: C, 57.58; H, 3...